Dataset: the Open Reaction Database (ORD), a public repository of structured organic reaction records. Task: describe an organic reaction: reactants, conditions, products, and yield Procedure details: The product, obtained as a pink/white solid, was prepared from N-[(4R,4aR,6R,8aS)-8a-(2,4-difluorophenyl)-6-(hydroxymethyl)-4-methyl-4,4a, 5,6,8,8a-hexahydropyrano[3,4-d][1,3]thiazin-2-yl]benzamide (P5) according to the procedure for the synthesis of (4aR,6R,8aS)-2-(benzoylamino)-8a-(2,4-difluorophenyl)-4,4a,5,6,8,8a-hexahydropyrano[3,4-d][1,3]thiazine-6-carboxylic acid (P2) in Preparation 2. Yield: 2.92 g, 6.54 mmol, 95%. LCMS m/z 447.2 [M+H+]. 1H NMR (400 MHz, CD3OD) δ 8.08-8.12 (m, 2H), 7.52-... Reactants: FC1=C(C=CC(=C1)F)[C@@]12N=C(S[C@@H]([C@@H]1C[C@@H](OC2)CO)C)NC(C2=CC=CC=C2)=O (N-[(4R,4aR,6R,8aS)-8a-(2,4-difluorophenyl)-6-(hydroxymethyl)-4-methyl-4,4a,5,6,8,8a-hexahydropyrano[3,4-d][1,3]thiazin-2-yl]benzamide), C(C1=CC=CC=C1)(=O)NC=1SC[C@H]2[C@@](N1)(CO[C@H](C2)C(=O)O)C2=C(C=C(C=C2)F)F ((4aR,6R,8aS)-2-(benzoylamino)-8a-(2,4-difluorophenyl)-4,4a,5,6,8,8a-hexahydropyrano[3,4-d][1,3]thiazine-6-carboxylic acid). Reaction SMILES: [F:1][C:2]1[CH:7]=[C:6]([F:8])[CH:5]=[CH:4][C:3]=1[C@:9]12[CH2:18][O:17][C@@H:16]([CH2:19][OH:20])[CH2:15][C@H:14]1[C@@H:13]([CH3:21])[S:12][C:11]([NH:22][C:23](=[O:30])[C:24]1[CH:29]=[CH:28][CH:27]=[CH:26][CH:25]=1)=[N:10]2.C(NC1SC[C@@H]2C[C@H](C(O)=O)OC[C@]2(C2C=CC(F)=CC=2F)N=1)(=[O:38])C1C=CC=CC=1>>[C:23]([NH:22][C:11]1[S:12][C@H:13]([CH3:21])[C@@H:14]2[CH2:15][C@H:16]([C:19]([OH:38])=[O:20])[O:17][CH2:18][C@:9]2([C:3]2[CH:4]=[CH:5][C:6]([F:8])=[CH:7][C:2]=2[F:1])[N:10]=1)(=[O:30])[C:24]1[CH:25]=[CH:26][CH:27]=[CH:28][CH:29]=1. The product is C(C1=CC=CC=C1)(=O)NC=1S[C@@H]([C@H]2[C@@](N1)(CO[C@H](C2)C(=O)O)C2=C(C=C(C=C2)F)F)C ((4R,4aR,6R,8aS)-2-(benzoylamino)-8a-(2,4-difluorophenyl)-4-methyl-4,4a,5,6,8,8a-hexahydropyrano[3,4-d][1,3]thiazine-6-carboxylic acid). Reactants: [Li]CCCC, Cc1nn(-c2ccccc2)c(C)c1C=O, COC[P+](c1ccccc1)(c1ccccc1)c1ccccc1, [Cl-], C1CCOC1. Yields the product COC=Cc1c(C)nn(-c2ccccc2)c1C. Reaction SMILES: [CH2:24]([Li:25])[CH2:26][CH2:27][CH3:28].[CH3:29][c:30]1[n:31][n:32](-[c:38]2[cH:39][cH:40][cH:41][cH:42][cH:43]2)[c:33]([CH3:37])[c:34]1[CH:35]=[O:36].[CH3:2][O:3][CH2:4][P+:5]([c:6]1[cH:7][cH:8][cH:9][cH:10][cH:11]1)([c:12]1[cH:13][cH:14][cH:15][cH:16][cH:17]1)[c:18]1[cH:19][cH:20][cH:21][cH:22][cH:23]1.[Cl-:1].[O:44]1[CH2:45][CH2:46][CH2:47][CH2:48]1>>[CH3:2][O:3][CH:4]=[CH:35][c:34]1[c:30]([CH3:29])[n:31][n:32](-[c:38]2[cH:39][cH:40][cH:41][cH:42][cH:43]2)[c:33]1[CH3:37].